This data is from the Open Reaction Database (ORD), a public repository of structured organic reaction records. The task is: describe an organic reaction: reactants, conditions, products, and yield Starting materials: FC1=CC=C(C=O)C=C1 (p-fluorobenzaldehyde), C(C)=O (acetaldehyde). The solvent is CCO (EtOH). The product is FC1=CC=C(C=CC=O)C=C1 (p-Fluorocinnamaldehyde). RXN SMILES: [F:1][C:2]1[CH:9]=[CH:8][C:5]([CH:6]=O)=[CH:4][CH:3]=1.[CH:10](=[O:12])[CH3:11]>CCO>[F:1][C:2]1[CH:9]=[CH:8][C:5]([CH:6]=[CH:11][CH:10]=[O:12])=[CH:4][CH:3]=1. Procedure details: This compound was prepared following the procedure of Preparation 17 starting from p-fluorobenzaldehyde and acetaldehyde. Yield, 47%. b.p. 80°-95°/2 mm., λmax. (EtOH) 220, 285 nm., ε 10500, 23400. The reactants are N (ammonia), C(=O)(O)CN1N=NN=C1S (1-Carboxymethyltetrazole-5-thiol), 1,1-carbonyl-diimidazole. Run in O1CCCC1 (tetrahydrofuran). Run at time 2.5 hour. Yields the product C(N)(=O)CN1N=NN=C1S (1- carbamoylmethyltetrazole-5-thiol). RXN SMILES: [C:1]([CH2:4][N:5]1[C:9]([SH:10])=[N:8][N:7]=[N:6]1)(O)=[O:2].[NH3:11]>O1CCCC1>[C:1]([CH2:4][N:5]1[C:9]([SH:10])=[N:8][N:7]=[N:6]1)(=[O:2])[NH2:11]. Reported procedure: 1-Carboxymethyltetrazole-5-thiol and 1,1-carbonyl-diimidazole were reacted as described in Example 4. To the reaction mixture was added tetrahydrofuran saturated with dry ammonia gas. The resulting suspension was stirred for 2.5 hours and the solid which formed was collected by filtration, washed with tetrahydrofuran and dissolved in methanol. Amberlite IR-120 ion-exchange resin (50 g.) was added and the suspension was stirred for 15 minutes. The resin was then removed and washed with absolute m... The product is C(C1=CC=CC=C1)OC(=O)C=1N=C(NC1CCC12CC3CC(CC(C1)C3)C2)C=2C3C(C(CC2)C3)(C)C (5-(2-Adamantan-1-yl-ethyl)-2-(6,6-dimethyl-bicyclo[3.1.1]hept-2-en-2-yl)-1H-imidazole-4-carboxylic acid benzyl ester), C12(CC3CC(CC(C1)C3)C2)CCC2=C(N=C(N2)C=2C3C(C(CC2)C3)(C)C)C(=O)NC=3C=C(C(=O)O)C=CC3 (3-{[5-(2-Adamantan-1-yl-ethyl)-2-(6,6-dimethyl-bicyclo[3.1.1]hept-2-en-2-yl)-1H-imidazole-4-carbonyl]-amino}-benzoic Acid). The reactants are C12(CC3CC(CC(C1)C3)C2)CCC2=C(N=C(N2)C=2C3C(C(CC2)C3)(C)C)C(=O)O (5-(2-adamantan-1-yl-ethyl)-2-(6,6-dimethyl-bicyclo[3.1.1]hept-2-en-2-yl)-1H-imidazole-4-carboxylic acid), Cl.COC(C1=CC(=CC=C1)N)=O (3-amino-benzoic acid methyl ester hydrochloride), benzyl ester, CC1(C2CC=C(C1C2)C=O)C ((1R)-(−)-myrtenal), CN(C1=C(C=O)C=CC=C1)C (2-dimethylamino-benzaldehyde). Reported procedure: 5-(2-Adamantan-1-yl-ethyl)-2-(6,6-dimethyl-bicyclo[3.1.1]hept-2-en-2-yl)-1H-imidazole-4-carboxylic acid benzyl ester was prepared according to the procedure of Example 70, step a, with the modification that (1R)-(−)-myrtenal was used in instead of 2-dimethylamino-benzaldehyde. The benzyl ester was hydrolysed according to the procedure of Example 20, step c and the resulting 5-(2-adamantan-1-yl-ethyl)-2-(6,6-dimethyl-bicyclo[3.1.1]hept-2-en-2-yl)-1H-imidazole-4-carboxylic acid was reacted with 3-... RXN SMILES: CC1(C)C2CC1CC=C2C=O.CN(C)[C:14]1[CH:21]=[CH:20][CH:19]=[CH:18][C:15]=1[CH:16]=[O:17].[C:23]12([CH2:33][CH2:34][C:35]3[NH:39][C:38]([C:40]4[CH:41]5[CH2:46][CH:43]([CH2:44][CH:45]=4)[C:42]5([CH3:48])[CH3:47])=[N:37][C:36]=3[C:49](O)=[O:50])[CH2:32][CH:27]3[CH2:28][CH:29]([CH2:31][CH:25]([CH2:26]3)[CH2:24]1)[CH2:30]2.Cl.C[O:54][C:55](=[O:63])[C:56]1[CH:61]=[CH:60][CH:59]=[C:58]([NH2:62])[CH:57]=1>>[CH2:16]([O:17][C:49]([C:36]1[N:37]=[C:38]([C:40]2[CH:41]3[CH2:46][CH:43]([CH2:44][CH:45]=2)[C:42]3([CH3:48])[CH3:47])[NH:39][C:35]=1[CH2:34][CH2:33][C:23]12[CH2:32][CH:27]3[CH2:28][CH:29]([CH2:31][CH:25]([CH2:26]3)[CH2:24]1)[CH2:30]2)=[O:50])[C:15]1[CH:14]=[CH:21][CH:20]=[CH:19][CH:18]=1.[C:23]12([CH2:33][CH2:34][C:35]3[NH:39][C:38]([C:40]4[CH:41]5[CH2:46][CH:43]([CH2:44][CH:45]=4)[C:42]5([CH3:48])[CH3:47])=[N:37][C:36]=3[C:49]([NH:62][C:58]3[CH:57]=[C:56]([CH:61]=[CH:60][CH:59]=3)[C:55]([OH:54])=[O:63])=[O:50])[CH2:32][CH:27]3[CH2:26][CH:25]([CH2:31][CH:29]([CH2:28]3)[CH2:30]1)[CH2:24]2 |f:3.4|. The reactants are CCCCCCCCO, CC(=O)[O-], ClCCl, [Na+]. Product: CCCCCCCC=O. RXN SMILES: [CH2:1]([CH2:2][CH2:3][CH2:4][CH2:5][CH2:6][CH2:7][CH3:8])[OH:9].[CH3:11][C:12](=[O:13])[O-:14].[Cl:15][CH2:16][Cl:17].[Na+:10]>>[CH:1]([CH2:2][CH2:3][CH2:4][CH2:5][CH2:6][CH2:7][CH3:8])=[O:9].